This data is from the Open Reaction Database (ORD), a public repository of structured organic reaction records. The task is: describe an organic reaction: reactants, conditions, products, and yield Starting materials: BrC1(NC=CC=C1)F (2-bromo-2-fluoropyridine), Cl.FC(CNC)F ((2,2-difluoro-ethyl)-methyl-amine hydrochloride), CCN(C(C)C)C(C)C (DIPEA). The product is BrC1=CC=CC(=N1)N(C)CC(F)F (6-Bromo-N-(2,2-difluoroethyl)-N-methylpyridin-2-amine). As a reaction SMILES: [Br:1][C:2]1(F)[CH:7]=[CH:6][CH:5]=[CH:4][NH:3]1.Cl.[F:10][CH:11]([F:15])[CH2:12][NH:13][CH3:14].CCN(C(C)C)C(C)C>>[Br:1][C:2]1[N:3]=[C:4]([N:13]([CH2:12][CH:11]([F:15])[F:10])[CH3:14])[CH:5]=[CH:6][CH:7]=1 |f:1.2|. Reported procedure: 88.0 mg (0.50 mmol) 2-bromo-2-fluoropyridine, 78.9 mg (0.60 mmol) (2,2-difluoro-ethyl)-methyl-amine hydrochloride and 0.17 mL (1.00 mmol) DIPEA are stirred at 90° C. over night. The reaction is quenched by the addition of water and extracted with DCM. The combined org. layers are dried over MgSO4, filtered and the solvent is removend in vacuo.